This data is from the Open Reaction Database (ORD), a public repository of structured organic reaction records. The task is: describe an organic reaction: reactants, conditions, products, and yield Reactants: [Br-], [Li]CCCC, CCOC=O, Cl, C1CCOC1, C[P+](C)(C)c1ccccc1. The product is CP(C)(=CC=O)c1ccccc1. As a reaction SMILES: [Br-:1].[CH2:12]([Li:13])[CH2:14][CH2:15][CH3:16].[CH:17](=[O:18])[O:19][CH2:20][CH3:21].[ClH:22].[O:23]1[CH2:24][CH2:25][CH2:26][CH2:27]1.[c:2]1([P+:8]([CH3:9])([CH3:10])[CH3:11])[cH:3][cH:4][cH:5][cH:6][cH:7]1>>[c:2]1([P:8](=[CH:9][CH:17]=[O:18])([CH3:10])[CH3:11])[cH:3][cH:4][cH:5][cH:6][cH:7]1. Starting materials: FC1=CC2=C(C(=NO2)C2CCNCC2)C=C1 (4-(6-fluoro-1,2-benzisoxazol-3-yl)piperidine), C(=O)([O-])[O-].[K+].[K+] (K2CO3), BrCCC#N (3-bromopropionitrile). The solvent is C(C)#N (acetonitrile). Yields the product FC1=CC2=C(C(=NO2)C2CCN(CC2)CCC#N)C=C1 (3-[4-(6-Fluoro-1,2-benzisoxazol-3-yl)-1-piperidinyl]propionitrile). The yield is 31.5%. As a reaction SMILES: [F:1][C:2]1[CH:16]=[CH:15][C:5]2[C:6]([CH:9]3[CH2:14][CH2:13][NH:12][CH2:11][CH2:10]3)=[N:7][O:8][C:4]=2[CH:3]=1.C([O-])([O-])=O.[K+].[K+].Br[CH2:24][CH2:25][C:26]#[N:27]>C(#N)C>[F:1][C:2]1[CH:16]=[CH:15][C:5]2[C:6]([CH:9]3[CH2:10][CH2:11][N:12]([CH2:24][CH2:25][C:26]#[N:27])[CH2:13][CH2:14]3)=[N:7][O:8][C:4]=2[CH:3]=1 |f:1.2.3|. Procedure: A mixture of 4-(6-fluoro-1,2-benzisoxazol-3-yl)piperidine (11 g, 50 mmol), K2CO3 (8.5 g, 74 mmol) and 3-bromopropionitrile (8.2 g, 1.2 eq) in acetonitrile (300 ml) was heated at reflux for 24 hours. The mixture was cooled and the insolubles were filtered. The solvent was removed on a rotary evaporator and the crude product was purified by flash chromatography over a silica gel column (SiO2, 120 g). The product thus purified weighed 8.94 g. Recrystallization from ethanol yielded the nitrile as wh...